This data is from the Open Reaction Database (ORD), a public repository of structured organic reaction records. The task is: describe an organic reaction: reactants, conditions, products, and yield Starting materials: O=C([O-])[O-], O=C1c2ccc(F)nc2OCCN1Cc1ccccc1, [K+], [K+], CN(C)C=O, O, Oc1cccc(Cl)c1. Product: O=C1c2ccc(Oc3cccc(Cl)c3)nc2OCCN1Cc1ccccc1. As a reaction SMILES: [C:29](=[O:30])([O-:31])[O-:32].[CH2:1]([c:2]1[cH:3][cH:4][cH:5][cH:6][cH:7]1)[N:8]1[CH2:9][CH2:10][O:11][c:12]2[c:13]([cH:16][cH:17][c:18]([F:20])[n:19]2)[C:14]1=[O:15].[K+:33].[K+:34].[O:35]=[CH:36][N:37]([CH3:38])[CH3:39].[OH2:40].[OH:21][c:22]1[cH:23][cH:24][cH:25][c:26]([Cl:27])[cH:28]1>>[CH2:1]([c:2]1[cH:3][cH:4][cH:5][cH:6][cH:7]1)[N:8]1[CH2:9][CH2:10][O:11][c:12]2[c:13]([cH:16][cH:17][c:18]([O:21][c:22]3[cH:23][cH:24][cH:25][c:26]([Cl:27])[cH:28]3)[n:19]2)[C:14]1=[O:15]. Reactants: ClC1=CC=C(C(C(=O)OCC)(O)C2=CC=C(C=C2)Cl)C=C1 (ethyl 4,4′-dichlorobenzilate), [C@@]12(C=CC[C@H](CC1)N2C)O (tropenol). The product is ClC1=CC=C(C=C1)C(O)(C1=CC=C(Cl)C=C1)C(=O)OCC.ClC1=CC=C(C=C1)C(O)(C1=CC=C(Cl)C=C1)C(=O)OCC.[C@@]12(C=CC[C@H](CC1)N2C)O (tropenol 4,4′-dichlorobenzilate). As a reaction SMILES: [Cl:1][C:2]1[CH:21]=[CH:20][C:5]([C:6]([C:13]2[CH:18]=[CH:17][C:16]([Cl:19])=[CH:15][CH:14]=2)([OH:12])[C:7]([O:9][CH2:10][CH3:11])=[O:8])=[CH:4][CH:3]=1.[C@@:22]12([OH:31])[N:29]([CH3:30])[C@@H:26]([CH2:27][CH2:28]1)[CH2:25][CH:24]=[CH:23]2>>[Cl:1][C:2]1[CH:3]=[CH:4][C:5]([C:6]([C:7]([O:9][CH2:10][CH3:11])=[O:8])([C:13]2[CH:18]=[CH:17][C:16]([Cl:19])=[CH:15][CH:14]=2)[OH:12])=[CH:20][CH:21]=1.[Cl:1][C:2]1[CH:3]=[CH:4][C:5]([C:6]([C:7]([O:9][CH2:10][CH3:11])=[O:8])([C:13]2[CH:18]=[CH:17][C:16]([Cl:19])=[CH:15][CH:14]=2)[OH:12])=[CH:20][CH:21]=1.[C@@:22]12([OH:31])[N:29]([CH3:30])[C@@H:26]([CH2:27][CH2:28]1)[CH2:25][CH:24]=[CH:23]2 |f:2.3.4|. Procedure: 4.3 is prepared analogously to the method according to II.1. Yield: 6.95 g (83% of theory) starting from 6.5 g (0.02 mol) of 3i and 2.78 g (0.02 mol) of tropenol; TLC: Rf value: 0.30 (eluant as in step I.1); melting point: 197° C.-199° C. The reactants are [OH-].[Na+] (NaOH), B(Br)(Br)Br (boron tribromide), COCC1=NC=CC(=N1)N1CCOCC1 (2-methoxymethyl-4-morpholinopyrimidine). Solvent: ClCCl (dichloromethane), ClCCl (dichloromethane). Conditions: time 15 minute. Yields the product OCC1=NC=CC(=N1)N1CCOCC1 (2-hydroxymethyl-4-morpholinopyrimidine). The yield is 67.9%. Reaction SMILES: B(Br)(Br)Br.C[O:6][CH2:7][C:8]1[N:13]=[C:12]([N:14]2[CH2:19][CH2:18][O:17][CH2:16][CH2:15]2)[CH:11]=[CH:10][N:9]=1.[OH-].[Na+]>ClCCl>[OH:6][CH2:7][C:8]1[N:13]=[C:12]([N:14]2[CH2:15][CH2:16][O:17][CH2:18][CH2:19]2)[CH:11]=[CH:10][N:9]=1 |f:2.3|. Procedure details: A solution of boron tribromide (9.02 ml) in dichloromethane (100 ml) was added dropwise to a stirred solution of 2-methoxymethyl-4-morpholinopyrimidine (4.99 g) in dichloromethane (50 ml) at -25° under nitrogen. After 15 minutes the mixture was allowed to warm to 0°-5°, and left to stand for 2 hours at this temperature. After pouring onto ice, the pH was raised to 14 (NaOH), and the organic phase separated off. The aqueous phase was further extracted with chloroform, and the combined extracts dr... The reactants are C1(CC1)N1C=C(C(C2=C(C(=C(C(=C12)F)F)F)C)=O)C(=O)O (1-cyclopropyl-6,7,8-trifluoro-5-methyl-1,4-dihydro-4-oxo-quinoline-3-carboxylic acid), NCC1CNCCC1O (3-aminomethyl-4-hydroxy-piperidine). Product: C1(CC1)N1C=C(C(C2=C(C(=C(C(=C12)F)N1CC(C(CC1)O)CN)F)C)=O)C(=O)O (1-Cyclopropyl-6,8-difluoro-5-methyl-1,4-dihydro-7-(3′-aminomethyl-4′-hydroxy-piperidin-1-yl)-4-oxo-quinoline-3-carboxylic acid). Yield: 45.9%. RXN SMILES: [CH:1]1([N:4]2[C:13]3[C:8](=[C:9]([CH3:17])[C:10]([F:16])=[C:11](F)[C:12]=3[F:14])[C:7](=[O:18])[C:6]([C:19]([OH:21])=[O:20])=[CH:5]2)[CH2:3][CH2:2]1.[NH2:22][CH2:23][CH:24]1[CH:29]([OH:30])[CH2:28][CH2:27][NH:26][CH2:25]1>>[CH:1]1([N:4]2[C:13]3[C:8](=[C:9]([CH3:17])[C:10]([F:16])=[C:11]([N:26]4[CH2:27][CH2:28][CH:29]([OH:30])[CH:24]([CH2:23][NH2:22])[CH2:25]4)[C:12]=3[F:14])[C:7](=[O:18])[C:6]([C:19]([OH:21])=[O:20])=[CH:5]2)[CH2:2][CH2:3]1. Procedure details: The condensation of 1-cyclopropyl-6,7,8-trifluoro-5-methyl-1,4-dihydro-4-oxo-quinoline-3-carboxylic acid with 3-aminomethyl-4-hydroxy-piperidine was carried out in a similar manner as described in example 1 gave the titled product. Yield 45.9%, m.p 270–75° C., C20H23F2N3O4, m/z 408 (M+1). Reactants: [BH4-].[Li+] (lithium borohydride), O=C1NC2=CC=CC=C2C=C1C1CCN(CC1)C(=O)O[C@H](CC1=CC2=CN(N=C2C(=C1)C)COCC[Si](C)(C)C)C1=NC(=NO1)C(=O)OCC ((R)-1-(3-(ethoxycarbonyl)-1,2,4-oxadiazol-5-yl)-2-(7-methyl-2-((2-(trimethylsilyl)ethoxy)methyl)-2H-indazol-5-yl)ethyl 4-(2-oxo-1,2-dihydroquinolin-3-yl)piperidine-1-carboxylate). Run in C(C)O (ethanol). Conditions: time 3 hour. Yields the product O=C1NC2=CC=CC=C2C=C1C1CCN(CC1)C(=O)O[C@H](CC1=CC2=CN(N=C2C(=C1)C)COCC[Si](C)(C)C)C1=NC(NO1)CO ((R)-1-(3-(Hydroxymethyl)-2,3-dihydro-1,2,4-oxadiazol-5-yl)-2-(7-methyl-2-((2-(trimethylsilyl)ethoxy)methyl)-2H-indazol-5-yl)ethyl 4-(2-oxo-1,2-dihydroquinolin-3-yl)piperidine-1-carboxylate). The yield is 93.2%. As a reaction SMILES: [BH4-].[Li+].[O:3]=[C:4]1[C:13]([CH:14]2[CH2:19][CH2:18][N:17]([C:20]([O:22][C@@H:23]([C:43]3[O:47][N:46]=[C:45]([C:48](OCC)=[O:49])[N:44]=3)[CH2:24][C:25]3[CH:33]=[C:32]([CH3:34])[C:31]4[C:27](=[CH:28][N:29]([CH2:35][O:36][CH2:37][CH2:38][Si:39]([CH3:42])([CH3:41])[CH3:40])[N:30]=4)[CH:26]=3)=[O:21])[CH2:16][CH2:15]2)=[CH:12][C:11]2[C:6](=[CH:7][CH:8]=[CH:9][CH:10]=2)[NH:5]1>C(O)C>[O:3]=[C:4]1[C:13]([CH:14]2[CH2:15][CH2:16][N:17]([C:20]([O:22][C@@H:23]([C:43]3[O:47][NH:46][CH:45]([CH2:48][OH:49])[N:44]=3)[CH2:24][C:25]3[CH:33]=[C:32]([CH3:34])[C:31]4[C:27](=[CH:28][N:29]([CH2:35][O:36][CH2:37][CH2:38][Si:39]([CH3:40])([CH3:42])[CH3:41])[N:30]=4)[CH:26]=3)=[O:21])[CH2:18][CH2:19]2)=[CH:12][C:11]2[C:6](=[CH:7][CH:8]=[CH:9][CH:10]=2)[NH:5]1 |f:0.1|. Procedure details: Solid lithium borohydride (1.5 mg, 0.0689 mmol) was added to a stirred solution of (R)-1-(3-(ethoxycarbonyl)-1,2,4-oxadiazol-5-yl)-2-(7-methyl-2-((2-(trimethylsilyl)ethoxy)methyl)-2H-indazol-5-yl)ethyl 4-(2-oxo-1,2-dihydroquinolin-3-yl)piperidine-1-carboxylate (2.3 mg, 0.00328 mmol) in ethanol (2 mL) at room temperature. The mixture was stirred for 3 h, and then quenched with saturated ammonium chloride and extracted with methylene chloride (15 mL). The organic layer was washed with brine (5 mL)... RXN SMILES: [B:20]([OH:21])([OH:22])[OH:23].[CH3:24][c:25]1[cH:26][cH:27][cH:28][cH:29][cH:30]1.[OH:1][CH:2]([CH2:3][C:4]([CH3:5])=[O:6])[CH2:7][CH2:8][S:9][c:10]1[cH:11][cH:12][c:13]([C:16]([F:17])([F:18])[F:19])[cH:14][cH:15]1>>[CH:2](=[CH:3][C:4]([CH3:5])=[O:6])[CH2:7][CH2:8][S:9][c:10]1[cH:11][cH:12][c:13]([C:16]([F:17])([F:18])[F:19])[cH:14][cH:15]1. Product: CC(=O)C=CCCSc1ccc(C(F)(F)F)cc1. Starting materials: OB(O)O, Cc1ccccc1, CC(=O)CC(O)CCSc1ccc(C(F)(F)F)cc1. Procedure: 325 grams of 2-bromo-5-fluoroaniline were dissolved in 300 milliliters of concentrated hydrochloride acid (d = 1.2 grams/ml) and 350 milliliters of water. The mixture was heated to 60° Centigrade and cooled again to 0° Centigrade, whereupon 130 grams of sodium nitrite dissolved in 330 milliliters of water were added dropwise while the temperature was kept below 4° Centigrade. The reaction mixture was then left standing for 30 minutes while stirring and keeping the temperature at 0° centigrade. T... As a reaction SMILES: [Br:1][C:2]1[CH:8]=[CH:7][C:6]([F:9])=[CH:5][C:3]=1N.N([O-])=O.[Na+].C(OC([S-])=[S:18])C.[K+].[N+](=S=C([S-])O)=[N-]>Cl.O>[Br:1][C:2]1[CH:8]=[CH:7][C:6]([F:9])=[CH:5][C:3]=1[SH:18] |f:1.2,3.4|. Yield: 45.2%. The reactants are C(C)OC(=S)[S-].[K+] (potassium ethylxanthate), [N+](=[N-])=S=C(O)[S-] (diazoxanthate), BrC1=C(N)C=C(C=C1)F (2-bromo-5-fluoroaniline), diazonium, N(=O)[O-].[Na+] (sodium nitrite). Product: BrC1=C(C=C(C=C1)F)S (2-bromo-5-fluorothiophenol). Solvent: O (water), Cl (hydrochloride), O (water), O (water). Run at time 30 minute.